Dataset: the Open Reaction Database (ORD), a public repository of structured organic reaction records. Task: describe an organic reaction: reactants, conditions, products, and yield The reactants are C(C)(C)(C)[Si](OC1=C(C=C(CO)C=C1)CC=C)(C)C (4-(Tert-Butyldimethyl-Silyloxy)-3-(2-Propen-1-Yl)Benzyl Alcohol), [F-].C(CCC)[N+](CCCC)(CCCC)CCCC (tetra-n-butylammonium fluoride). The solvent is C1CCOC1 (THF). Run at time 16 hour. Product: OC1=C(C=C(CO)C=C1)CC=C (4-Hydroxy-3-(2-Propen-1-Yl)-Benzyl Alcohol). Yield: 793.1%. RXN SMILES: C([Si](C)(C)[O:6][C:7]1[CH:14]=[CH:13][C:10]([CH2:11][OH:12])=[CH:9][C:8]=1[CH2:15][CH:16]=[CH2:17])(C)(C)C.[F-].C([N+](CCCC)(CCCC)CCCC)CCC>C1COCC1>[OH:6][C:7]1[CH:14]=[CH:13][C:10]([CH2:11][OH:12])=[CH:9][C:8]=1[CH2:15][CH:16]=[CH2:17] |f:1.2|. Procedure details: To a solution of approximately 7.26 g (2.6 mmol) of the crude product of Step D, dissolved in 50 mL of anhydrous THF was added 26 mL (2.6 mmol) of tetra-n-butylammonium fluoride and the reaction mixture was stirred at room temperature for 16 hours. The mixture was then evaporated in vacuo and the residual oil was purified on a silica gel flash chromatography column eluted with 5% methanol/chloroform to afford 3.386 g (79%) of the title compound as a colorless oil. Starting materials: C[Si](C)(CBr)Cc1ccccc1, CC(C)=O, [I-], [Na+]. The product is C[Si](C)(CI)Cc1ccccc1. RXN SMILES: [CH2:1]([c:2]1[cH:3][cH:4][cH:5][cH:6][cH:7]1)[Si:8]([CH3:9])([CH3:10])[CH2:11][Br:12].[CH3:15][C:16](=[O:17])[CH3:18].[I-:14].[Na+:13]>>[CH2:1]([c:2]1[cH:3][cH:4][cH:5][cH:6][cH:7]1)[Si:8]([CH3:9])([CH3:10])[CH2:11][I:14]. Reactants: COC(=O)CC(Cc1ccc(O[Si](C(C)C)(C(C)C)C(C)C)cc1)c1nc(C(=O)OCc2ccccc2)co1, CCCC[N+](CCCC)(CCCC)CCCC, C1CCOC1, [Cl-], [F-], [NH4+]. Product: COC(=O)CC(Cc1ccc(O)cc1)c1nc(C(=O)OCc2ccccc2)co1. Reaction SMILES: [CH2:1]([c:2]1[cH:3][cH:4][cH:5][cH:6][cH:7]1)[O:8][C:9](=[O:10])[c:11]1[n:12][c:13]([CH:16]([CH2:17][C:18](=[O:19])[O:20][CH3:21])[CH2:22][c:23]2[cH:24][cH:25][c:26]([O:29][Si:30]([CH:31]([CH3:32])[CH3:33])([CH:34]([CH3:35])[CH3:36])[CH:37]([CH3:38])[CH3:39])[cH:27][cH:28]2)[o:14][cH:15]1.[CH2:41]([N+:42]([CH2:43][CH2:44][CH2:45][CH3:46])([CH2:47][CH2:48][CH2:49][CH3:50])[CH2:51][CH2:52][CH2:53][CH3:54])[CH2:55][CH2:56][CH3:57].[CH2:58]1[O:59][CH2:60][CH2:61][CH2:62]1.[Cl-:63].[F-:40].[NH4+:64]>>[CH2:1]([c:2]1[cH:3][cH:4][cH:5][cH:6][cH:7]1)[O:8][C:9](=[O:10])[c:11]1[n:12][c:13]([CH:16]([CH2:17][C:18](=[O:19])[O:20][CH3:21])[CH2:22][c:23]2[cH:24][cH:25][c:26]([OH:29])[cH:27][cH:28]2)[o:14][cH:15]1.